This data is from the Open Reaction Database (ORD), a public repository of structured organic reaction records. The task is: describe an organic reaction: reactants, conditions, products, and yield The reactants are BrC=1C=C(C=C(C1)NC(CNC(=O)OC(C)(C)C)=O)C1=NN2C(=NC(=CC2=O)N2CCN(CC2)C(=O)OC(C)(C)C)S1 (tert-butyl 4-(2-(3-bromo-5-(2-(tert-butoxycarbonylamino)-acetamido)phenyl)-5-oxo-5H-[1,3,4]thiadiazolo[3,2-a]pyrimidin-7-yl)piperazine-1-carboxylate), C(=O)(C(F)(F)F)O (TFA). Run in C(Cl)Cl (DCM). Reaction conditions: time 1 hour. Yields the product NCC(=O)NC1=CC(=CC(=C1)C1=NN2C(=NC(=CC2=O)N2CCNCC2)S1)Br (2-amino-N-(3-bromo-5-(5-oxo-7-(piperazin-1-yl)-5H-[1,3,4]thiadiazolo[3,2-a]pyrimidin-2-yl)phenyl)acetamide). Reaction SMILES: [Br:1][C:2]1[CH:3]=[C:4]([C:20]2[S:42][C:23]3=[N:24][C:25]([N:29]4[CH2:34][CH2:33][N:32](C(OC(C)(C)C)=O)[CH2:31][CH2:30]4)=[CH:26][C:27](=[O:28])[N:22]3[N:21]=2)[CH:5]=[C:6]([NH:8][C:9](=[O:19])[CH2:10][NH:11]C(OC(C)(C)C)=O)[CH:7]=1.C(O)(C(F)(F)F)=O>C(Cl)Cl>[NH2:11][CH2:10][C:9]([NH:8][C:6]1[CH:5]=[C:4]([C:20]2[S:42][C:23]3=[N:24][C:25]([N:29]4[CH2:34][CH2:33][NH:32][CH2:31][CH2:30]4)=[CH:26][C:27](=[O:28])[N:22]3[N:21]=2)[CH:3]=[C:2]([Br:1])[CH:7]=1)=[O:19]. Procedure: To a solution of tert-butyl 4-(2-(3-bromo-5-(2-(tert-butoxycarbonylamino)-acetamido)phenyl)-5-oxo-5H-[1,3,4]thiadiazolo[3,2-a]pyrimidin-7-yl)piperazine-1-carboxylate (30 mg, 0.045 mmol) in DCM (2 ml) is added TFA (0.5 ml) and the mixture is stirred for 1 h. After the removal of DCM in vacuo, the crude residue is directly purified by preparative HPLC to give the desired product, 2-amino-N-(3-bromo-5-(5-oxo-7-(piperazin-1-yl)-5H-[1,3,4]thiadiazolo[3,2-a]pyrimidin-2-yl)phenyl)acetamide: 1H NMR (400...